describe an organic reaction: reactants, conditions, products, and yield From a dataset of the Open Reaction Database (ORD), a public repository of structured organic reaction records. Starting materials: CN1CCCC1=O, NC1CCCC1, Clc1ccc(-c2nc(Cl)c3c(n2)CCC3)cc1, O. The product is Clc1ccc(-c2nc3c(c(NC4CCCC4)n2)CCC3)cc1. RXN SMILES: [CH3:24][N:25]1[CH2:26][CH2:27][CH2:28][C:29]1=[O:30].[CH:18]1([NH2:23])[CH2:19][CH2:20][CH2:21][CH2:22]1.[Cl:1][c:2]1[cH:3][cH:4][c:5](-[c:8]2[n:9][c:10]([Cl:17])[c:11]3[c:12]([n:13]2)[CH2:14][CH2:15][CH2:16]3)[cH:6][cH:7]1.[OH2:31]>>[Cl:1][c:2]1[cH:3][cH:4][c:5](-[c:8]2[n:9][c:10]([NH:23][CH:18]3[CH2:19][CH2:20][CH2:21][CH2:22]3)[c:11]3[c:12]([n:13]2)[CH2:14][CH2:15][CH2:16]3)[cH:6][cH:7]1.